From a dataset of the Open Reaction Database (ORD), a public repository of structured organic reaction records. describe an organic reaction: reactants, conditions, products, and yield The reactants are C(C1=CC=CC=C1)OC1=CC=C(C=C1)C(CC)=O (4′-benzyloxypropiophenone), C[Si](C)(C)[N-][Si](C)(C)C.[Li+] (lithium bis(trimethylsilyl)amide), FC(C(=O)N1C=NC=C1)(F)F (1-(Trifluoroacetyl)-imidazole). Run in C1CCOC1 (THF). Run at temperature -60 celsius, time 45 minute. The product is C(C1=CC=CC=C1)OC1=CC=C(C=C1)C(C(C(C(F)(F)F)=O)C)=O (1-[4-(benzyloxy)phenyl]-4,4,4-trifluoro-2-methyl-1,3-butanedione). Reaction SMILES: [CH2:1]([O:8][C:9]1[CH:14]=[CH:13][C:12]([C:15](=[O:18])[CH2:16][CH3:17])=[CH:11][CH:10]=1)[C:2]1[CH:7]=[CH:6][CH:5]=[CH:4][CH:3]=1.C[Si]([N-][Si](C)(C)C)(C)C.[Li+].[F:29][C:30]([F:39])([F:38])[C:31](N1C=CN=C1)=[O:32]>C1COCC1>[CH2:1]([O:8][C:9]1[CH:10]=[CH:11][C:12]([C:15](=[O:18])[CH:16]([CH3:17])[C:31](=[O:32])[C:30]([F:29])([F:38])[F:39])=[CH:13][CH:14]=1)[C:2]1[CH:3]=[CH:4][CH:5]=[CH:6][CH:7]=1 |f:1.2|. Procedure: To a solution of 4′-benzyloxypropiophenone (6.0 g) in THF (120 ml) at −60° C. was added 38 ml of 1N lithium bis(trimethylsilyl)amide (LiHMDS), and the mixture was stirred at under −60° C. for 45 mins. 1-(Trifluoroacetyl)-imidazole (3.4 ml) was added and the mixture was stirred at −60° C. for 1 hour and at 0° C. for 30 min. The raction mixture was quenched with 0.5N HCl, the mixture was poured into EtOAc and water, and the EtOAc layer was separated, washed with brine, died over MgSO4, and concent... Reactants: [Sn](Cl)Cl (tin(II) chloride), C(C)(=O)CC(C)=O (acetylacetone), C(C=CC1=CC=CC=C1)(=O)Cl (cinnamoyl chloride). Solvent: C(C)OCC (diethyl ether). The product is CC(=CC(C)=O)[Sn](Cl)(Cl)Cl (1-methylbut-1-en-3-onyltin trichloride). Yield: 101.6%. Reaction SMILES: [Sn:1]([Cl:3])[Cl:2].[C:4]([CH2:7][C:8](=[O:10])[CH3:9])(=O)[CH3:5].C([Cl:21])(=O)C=CC1C=CC=CC=1>C(OCC)C>[CH3:5][C:4]([Sn:1]([Cl:21])([Cl:3])[Cl:2])=[CH:7][C:8](=[O:10])[CH3:9]. Reported procedure: The procedure was analogous to Example 6. 50 g (0.26 mol) of tin(II) chloride and 25.6 g (0.26 mol) of acetylacetone was reacted with 44 g (0.26 mol) of cinnamoyl chloride in 150 ml of diethyl ether to give a quantitative yield of 81.4 g of 1-methylbut-1-en-3-onyltin trichloride. The reactants are 3-butylsydnoneimine, Cl (hydrochoride), C(C)OC1=C(C=C(C=C1)S(=O)(=O)Cl)C1=NN2C(C(N1)=O)=C(N=C2CCC)C (4-ethoxy-3-(5-methyl-4-oxo-7-propyl-3,4-dihydro-imidazo[5,1-f][1,2,4]triazin-2-yl)-benzenesulphonyl chloride). The solvent is ClCCl (dichloromethane), N1=CC=CC=C1 (pyridine). Reaction conditions: temperature 0 celsius, time 8 hour. Yields the product CC=1N=C(N2N=CNC(C21)=O)CCC (5-methyl-7-propyl-3H-imidazo[5,1-f][1,2,4]triazin-4-one). RXN SMILES: Cl.C(OC1C=CC(S(Cl)(=O)=O)=CC=1[C:15]1[NH:20][C:19](=[O:21])[C:18]2=[C:22]([CH3:28])[N:23]=[C:24]([CH2:25][CH2:26][CH3:27])[N:17]2[N:16]=1)C>N1C=CC=CC=1.ClCCl>[CH3:28][C:22]1[N:23]=[C:24]([CH2:25][CH2:26][CH3:27])[N:17]2[C:18]=1[C:19](=[O:21])[NH:20][CH:15]=[N:16]2. Procedure details: 110 mg (0.6 mmol) of 3-butylsydnoneimine hydrochoride are dissolved in 2.5 ml of pyridine and cooled to 0° C. 210 mg (0.5 mmol) of 4-ethoxy-3-(5-methyl-4-oxo-7-propyl-3,4-dihydro-imidazo[5,1-f][1,2,4]triazin-2-yl)-benzenesulphonyl chloride are added, and the reaction mixture is stirred for 2 hours at 0° C. and overnight at room temperature. The mixture is diluted with dichloromethane, the organic phase is washed with water and dried over sodium sulphate and the solvent is removed under reduced p... Reactants: C(C)OC(=O)C1(CC1)C1=CC=C(C=C1)C1=CC=C(C=C1)C1=C(C(=NO1)C)NC1=NC(=CC=C1)Br (1-{4′-[4-(6-bromo-pyridin-2-ylamino)-3-methyl-isoxazol-5-yl]-biphenyl-4-yl}-cyclopropanecarboxylic acid ethyl ester), FC1=C(C=CC=C1F)B(O)O (2,3-difluoro-phenylboronic acid). Yields the product C(C)OC(=O)C1(CC1)C1=CC=C(C=C1)C1=CC=C(C=C1)C1=C(C(=NO1)C)NC1=NC(=CC=C1)C1=C(C(=CC=C1)F)F (1-(4′-{4-[6-(2,3-Difluoro-phenyl)-pyridin-2-ylamino]-3-methyl-isoxazol-5-yl}-biphenyl-4-yl)-cyclopropanecarboxylic acid ethyl ester). RXN SMILES: [CH2:1]([O:3][C:4]([C:6]1([C:9]2[CH:14]=[CH:13][C:12]([C:15]3[CH:20]=[CH:19][C:18]([C:21]4[O:25][N:24]=[C:23]([CH3:26])[C:22]=4[NH:27][C:28]4[CH:33]=[CH:32][CH:31]=[C:30](Br)[N:29]=4)=[CH:17][CH:16]=3)=[CH:11][CH:10]=2)[CH2:8][CH2:7]1)=[O:5])[CH3:2].[F:35][C:36]1[C:41]([F:42])=[CH:40][CH:39]=[CH:38][C:37]=1B(O)O>>[CH2:1]([O:3][C:4]([C:6]1([C:9]2[CH:14]=[CH:13][C:12]([C:15]3[CH:20]=[CH:19][C:18]([C:21]4[O:25][N:24]=[C:23]([CH3:26])[C:22]=4[NH:27][C:28]4[CH:33]=[CH:32][CH:31]=[C:30]([C:40]5[CH:39]=[CH:38][CH:37]=[C:36]([F:35])[C:41]=5[F:42])[N:29]=4)=[CH:17][CH:16]=3)=[CH:11][CH:10]=2)[CH2:8][CH2:7]1)=[O:5])[CH3:2]. Reported procedure: Prepared according to the procedure described in Example 42, Step 2, using 1-{4′-[4-(6-bromo-pyridin-2-ylamino)-3-methyl-isoxazol-5-yl]-biphenyl-4-yl}-cyclopropanecarboxylic acid ethyl ester and 2,3-difluoro-phenylboronic acid. Reactants: C(C)(C)(C)OC(NC(C(N(C)OC)=O)C1=CC(=C(C=C1)Cl)Cl)=O (rac-[(3,4-dichloro-phenyl)-(methoxy-methyl-carbamoyl)-methyl]-carbamic acid tert-butyl ester), C(C)(C)(C)OC(NC(C(N(C)OC)=O)C1=CC(=C(C=C1)Cl)Cl)=O (rac-[(3,4-dichloro-phenyl)-(methoxy-methyl-carbamoyl)-methyl]-carbamic acid tert-butyl ester), BrC1=CC=C(C=C1)OCC(F)(F)F (1-bromo-4-(2,2,2-trifluoro-ethoxy)-benzene). Product: C(C)(C)(C)OC(NC(C(C1=CC=C(C=C1)OCC(F)(F)F)=O)C1=CC(=C(C=C1)Cl)Cl)=O (rac-[1-(3,4-Dichloro-phenyl)-2-oxo-2-[4-(2,2,2-trifluoro-ethoxy)-phenyl]-ethyl]-carbamic acid tert-butyl ester). Reaction SMILES: [C:1]([O:5][C:6](=[O:23])[NH:7][CH:8]([C:15]1[CH:20]=[CH:19][C:18]([Cl:21])=[C:17]([Cl:22])[CH:16]=1)[C:9](=[O:14])N(OC)C)([CH3:4])([CH3:3])[CH3:2].Br[C:25]1[CH:30]=[CH:29][C:28]([O:31][CH2:32][C:33]([F:36])([F:35])[F:34])=[CH:27][CH:26]=1>>[C:1]([O:5][C:6](=[O:23])[NH:7][CH:8]([C:15]1[CH:20]=[CH:19][C:18]([Cl:21])=[C:17]([Cl:22])[CH:16]=1)[C:9](=[O:14])[C:25]1[CH:26]=[CH:27][C:28]([O:31][CH2:32][C:33]([F:34])([F:35])[F:36])=[CH:29][CH:30]=1)([CH3:2])([CH3:3])[CH3:4]. Procedure: The title compound was prepared from rac-[(3,4-dichloro-phenyl)-(methoxy-methyl-carbamoyl)-methyl]-carbamic acid tert-butyl ester (Intermediate 9) and 1-bromo-4-(2,2,2-trifluoro-ethoxy)-benzene in analogy to Example 1a): MS (ISP): 478.1 and 480.1 (M+H)+, 378.2 and 380.0 ((M-Boc)+H)+ (100%). Reactants: O=C1C2=C(SC3=C(N1)C=CC=C3)N=CC=C2 (5,6-DIHYDRO-5-OXOPYRIDO[2,3-B][1,5]BENZOTHIAZEPINE), 200, O(Cl)Cl (OXYCHLORIDE), P(Cl)(Cl)(Cl)(Cl)Cl (PHOSPHORUS PENTACHLORIDE). Product: ClC=1C2=C(SC3=C(N1)C=CC=C3)N=CC=C2 (5-Chloropyrido[2,3-b][1,5]benzothiazepine). Reaction SMILES: O=[C:2]1[NH:8][C:7]2[CH:9]=[CH:10][CH:11]=[CH:12][C:6]=2[S:5][C:4]2[N:13]=[CH:14][CH:15]=[CH:16][C:3]1=2.O(Cl)[Cl:18].P(Cl)(Cl)(Cl)(Cl)Cl>>[Cl:18][C:2]1[C:3]2[CH:16]=[CH:15][CH:14]=[N:13][C:4]=2[S:5][C:6]2[CH:12]=[CH:11][CH:10]=[CH:9][C:7]=2[N:8]=1. Reported procedure: 40 G 5,6-DIHYDRO-5-OXOPYRIDO[2,3-B][1,5]BENZOTHIAZEPINE ARE ADDED TO A MIXTURE OF 200 CM3PHOSPHORUS OXYCHLORIDE AND 71 G PHOSPHORUS PENTACHLORIDE. The reaction mixture is heated under reflux for 4 hours, then the excess phosphorus oxychloride is eliminated by distillation. The residue is then taken up in 300 cm3 cold chloroform. The organic solution is washed several times with iced water, then dried over magnesium sulphate. The solvents are eliminated by distillation under vacuum at ambient tem...